From a dataset of the Open Reaction Database (ORD), a public repository of structured organic reaction records. describe an organic reaction: reactants, conditions, products, and yield The reactants are O=C([O-])[O-], CN1CCNCC1, CN(C)C=O, NC(=O)c1sc(-n2cnc3ccc(OCCCCCl)cc32)nc1-c1cccc(Cl)c1, [I-], [K+], [K+], [K+]. Product: CN1CCN(CCCCOc2ccc3ncn(-c4nc(-c5cccc(Cl)c5)c(C(N)=O)s4)c3c2)CC1. RXN SMILES: [C:31](=[O:32])([O-:33])[O-:34].[CH3:39][N:40]1[CH2:41][CH2:42][NH:43][CH2:44][CH2:45]1.[CH3:46][N:47]([CH3:48])[CH:49]=[O:50].[Cl:1][CH2:2][CH2:3][CH2:4][CH2:5][O:6][c:7]1[cH:8][cH:9][c:10]2[c:11]([n:12](-[c:15]3[s:16][c:17]([C:27](=[O:28])[NH2:29])[c:18](-[c:20]4[cH:21][c:22]([Cl:26])[cH:23][cH:24][cH:25]4)[n:19]3)[cH:13][n:14]2)[cH:30]1.[I-:38].[K+:35].[K+:36].[K+:37]>>[CH2:2]([CH2:3][CH2:4][CH2:5][O:6][c:7]1[cH:8][cH:9][c:10]2[c:11]([n:12](-[c:15]3[s:16][c:17]([C:27](=[O:28])[NH2:29])[c:18](-[c:20]4[cH:21][c:22]([Cl:26])[cH:23][cH:24][cH:25]4)[n:19]3)[cH:13][n:14]2)[cH:30]1)[N:43]1[CH2:42][CH2:41][N:40]([CH3:39])[CH2:45][CH2:44]1. The reactants are peptide, ClC1=C(C=C(C=C1)C1=C(C=CC(=N1)C(=O)OC)N1C(CCC1)=O)OCCCN(C)C (methyl 6-{4-chloro-3-[3-(dimethylamino)propoxy]phenyl}-5-(2-oxopyrrolidin-1-yl)pyridine-2-carboxylate), NC1(C2CC3CC(CC1C3)C2)C(=O)O (2-aminoadamantane-2-carboxylic acid). The product is Cl.ClC1=C(C=C(C=C1)C1=C(C=CC(=N1)C(=O)NC1(C2CC3CC(CC1C3)C2)C(=O)O)N2C(CCC2)=O)OCCCN(C)C (2-({[6-{4-chloro-3-[3-(dimethylamino)propoxy]phenyl}-5-(2-oxopyrrolidin-1-yl)pyridin-2-yl]carbonyl}amino)adamantane-2-carboxylic acid hydrochloride). The yield is 83.9%. RXN SMILES: [Cl:1][C:2]1[CH:7]=[CH:6][C:5]([C:8]2[N:13]=[C:12]([C:14](OC)=[O:15])[CH:11]=[CH:10][C:9]=2[N:18]2[CH2:22][CH2:21][CH2:20][C:19]2=[O:23])=[CH:4][C:3]=1[O:24][CH2:25][CH2:26][CH2:27][N:28]([CH3:30])[CH3:29].[NH2:31][C:32]1([C:42]([OH:44])=[O:43])[CH:39]2[CH2:40][CH:35]3[CH2:36][CH:37]([CH2:41][CH:33]1[CH2:34]3)[CH2:38]2>>[ClH:1].[Cl:1][C:2]1[CH:7]=[CH:6][C:5]([C:8]2[N:13]=[C:12]([C:14]([NH:31][C:32]3([C:42]([OH:44])=[O:43])[CH:39]4[CH2:38][CH:37]5[CH2:36][CH:35]([CH2:34][CH:33]3[CH2:41]5)[CH2:40]4)=[O:15])[CH:11]=[CH:10][C:9]=2[N:18]2[CH2:22][CH2:21][CH2:20][C:19]2=[O:23])=[CH:4][C:3]=1[O:24][CH2:25][CH2:26][CH2:27][N:28]([CH3:29])[CH3:30] |f:2.3|. Procedure details: According to the saponification/peptide coupling steps described in examples 1.7 and 1.8 respectively, starting from 391 mg (0.91 mmol) of methyl 6-{4-chloro-3-[3-(dimethylamino)propoxy]phenyl}-5-(2-oxopyrrolidin-1-yl)pyridine-2-carboxylate and 265 mg (1.36 mmol) of 2-aminoadamantane-2-carboxylic acid, we obtain 241 mg of 2-({[6-{4-chloro-3-[3-(dimethylamino)propoxy]phenyl}-5-(2-oxopyrrolidin-1-yl)pyridin-2-yl]carbonyl}amino)adamantane-2-carboxylic acid hydrochloride in the form of white powder. The reactants are CC1=CC=C(C(=S)C2=CC(=CC=3CCOC32)CC(=O)OCC)C=C1 (ethyl 7-(4-methylthiobenzoyl)-2,3-dihydrobenzofuran-5-ylacetate), CO (methanol), [OH-].[Na+] (sodium hydroxide). Run in O (water). Yields the product CC1=CC=C(C(=S)C2=CC(=CC=3CCOC32)CC(=O)O)C=C1 (7-(4-methylthiobenzoyl)-2,3-dihydrobenzofuran-5-ylacetic acid). As a reaction SMILES: [CH3:1][C:2]1[CH:24]=[CH:23][C:5]([C:6]([C:8]2[C:16]3[O:15][CH2:14][CH2:13][C:12]=3[CH:11]=[C:10]([CH2:17][C:18]([O:20]CC)=[O:19])[CH:9]=2)=[S:7])=[CH:4][CH:3]=1.CO.[OH-].[Na+]>O>[CH3:1][C:2]1[CH:3]=[CH:4][C:5]([C:6]([C:8]2[C:16]3[O:15][CH2:14][CH2:13][C:12]=3[CH:11]=[C:10]([CH2:17][C:18]([OH:20])=[O:19])[CH:9]=2)=[S:7])=[CH:23][CH:24]=1 |f:2.3|. Procedure details: A solution of ethyl 7-(4-methylthiobenzoyl)-2,3-dihydrobenzofuran-5-ylacetate (10.0 g), 50 ml of methanol, 200 ml of water, and 4 g of sodium hydroxide was heated at reflux for approximately 2 hours. The reaction mixture was cooled and washed with ether. The ether washed aqueous residue was acidified with dilute hydrochloric acid and then extracted with ethyl acetate. The combined organic extracts were washed with water and evaporated to give a residue which was crystallized from acetone/hexane ...